Dataset: the Open Reaction Database (ORD), a public repository of structured organic reaction records. Task: describe an organic reaction: reactants, conditions, products, and yield Reactants: N1N=NC2=C1C=CC=C2 (benzotriazole), C1(CCCC1)N (cyclopentylamine), C=O (formaldehyde). Run in CCOCC (ether). Conditions: time 18 hour. The product is N1(N=NC2=C1C=CC=C2)CNC2CCC2 (benzotriazol-1-ylmethyl-cyclobutyl-amine). Reaction SMILES: [NH:1]1[C:5]2[CH:6]=[CH:7][CH:8]=[CH:9][C:4]=2[N:3]=[N:2]1.[CH:10]1([NH2:15])[CH2:14][CH2:13][CH2:12]C1.[CH2:16]=O>CCOCC>[N:1]1([CH2:16][NH:15][CH:10]2[CH2:12][CH2:13][CH2:14]2)[C:5]2[CH:6]=[CH:7][CH:8]=[CH:9][C:4]=2[N:3]=[N:2]1. Reported procedure: To a mixture of 28.6 g (0.24 mole) benzotriazole and 17.6 g (0.24 mole) of cyclopentylamine in 1000 mL of ether was added dropwise, 19.5 mL (0.24 mole) of 37% aqueous formaldehyde. The reaction mixture was stirred at room temperature under for 18 hours. The mixture was dried over calcium chloride, filtered and concentrated under reduced pressure. Hexanes was added to the residue, concentrated under reduced pressure to give the crude benzotriazol-1-ylmethyl-cyclobutyl-amine as an oil, which was u...